This data is from the Open Reaction Database (ORD), a public repository of structured organic reaction records. The task is: describe an organic reaction: reactants, conditions, products, and yield Starting materials: BrC1=CC(=C(C=C1)C(C)=O)O (1-(4-bromo-2-hydroxyphenyl)ethanone), COC(N(C)C)OC (N,N-dimethylformamide dimethylacetal). Solvent: C1=CC=CC=C1 (benzene). Yields the product BrC1=CC(=C(C=C1)C(\C=C\N(C)C)=O)O ((E)-1-(4-bromo-2-hydroxyphenyl)-3-(dimethylamino)prop-2-en-1-one). Isolated yield 70.7%. As a reaction SMILES: [Br:1][C:2]1[CH:7]=[CH:6][C:5]([C:8](=[O:10])[CH3:9])=[C:4]([OH:11])[CH:3]=1.CO[CH:14](OC)[N:15]([CH3:17])[CH3:16]>C1C=CC=CC=1>[Br:1][C:2]1[CH:7]=[CH:6][C:5]([C:8](=[O:10])/[CH:9]=[CH:14]/[N:15]([CH3:17])[CH3:16])=[C:4]([OH:11])[CH:3]=1. Procedure: To 1-(4-bromo-2-hydroxyphenyl)ethanone (35.8 g, 167 mmol) in dry benzene (800 mL) was added N,N-dimethylformamide dimethylacetal (44 mL, 333 mmol) and the solution was heated at reflux for 4 hrs and concentrated to dryness. The resulting residue was dissolved in dichloromethane (300 mL) and filtered over SiO2. The organic layer was concentrated to afford (E)-1-(4-bromo-2-hydroxyphenyl)-3-(dimethylamino)prop-2-en-1-one as a bright yellow solid (31.9 g, 71%). LCMS 270 (M+H); 1H NMR (DMSO-d6) 14.96... RXN SMILES: [C:37]([CH3:38])(=[O:39])[O:40][CH2:41][O:42][C:43](=[O:44])[O:45][c:46]1[cH:47][cH:48][c:49]([N+:50]([O-:51])=[O:52])[cH:53][cH:54]1.[CH3:55][N:56]1[CH2:57][CH2:58][O:59][CH2:60][CH2:61]1.[Cl:62][CH2:63][Cl:64].[F:1][C:2]([F:3])([F:4])[C:5]([OH:6])=[O:7].[NH2:8][C:9]([c:10]1[cH:11][cH:12][c:13]([C:14](=[O:15])[NH:16][CH:17]([C:18](=[O:19])[c:20]2[cH:21][cH:22][c:23]([O:24][CH2:25][C:26](=[O:27])[O:28][CH2:29][CH3:30])[cH:31][cH:32]2)[CH3:33])[cH:34][cH:35]1)=[NH:36].[O:65]1[CH2:66][CH2:67][CH2:68][CH2:69]1>>[NH2:8][C:9]([c:10]1[cH:11][cH:12][c:13]([C:14](=[O:15])[NH:16][CH:17]([C:18](=[O:19])[c:20]2[cH:21][cH:22][c:23]([O:24][CH2:25][C:26](=[O:27])[O:28][CH2:29][CH3:30])[cH:31][cH:32]2)[CH3:33])[cH:34][cH:35]1)=[N:36][C:43]([O:42][CH2:41][O:40][C:37]([CH3:38])=[O:39])=[O:44]. Reactants: CC(=O)OCOC(=O)Oc1ccc([N+](=O)[O-])cc1, CN1CCOCC1, ClCCl, O=C(O)C(F)(F)F, CCOC(=O)COc1ccc(C(=O)C(C)NC(=O)c2ccc(C(=N)N)cc2)cc1, C1CCOC1. Yields the product CCOC(=O)COc1ccc(C(=O)C(C)NC(=O)c2ccc(C(N)=NC(=O)OCOC(C)=O)cc2)cc1. The reactants are ClC1=CC=C(C=C1)C=1CCC(NN1)=O (6-(p-chlorophenyl)-4,5-dihydro-3(2H)-pyridazinone), BrBr (bromine), BrBr (bromine), solution, BrBr (bromine). The solvent is C(C)(=O)O (acetic acid), C(C)(=O)O (acetic acid). Product: ClC1=CC=C(C=C1)C=1C=CC(NN1)=O (6-(p-chlorophenyl)-3(2H)-pyridazinone). As a reaction SMILES: [Cl:1][C:2]1[CH:7]=[CH:6][C:5]([C:8]2[CH2:9][CH2:10][C:11](=[O:14])[NH:12][N:13]=2)=[CH:4][CH:3]=1.BrBr>C(O)(=O)C>[Cl:1][C:2]1[CH:7]=[CH:6][C:5]([C:8]2[CH:9]=[CH:10][C:11](=[O:14])[NH:12][N:13]=2)=[CH:4][CH:3]=1. Reported procedure: A 283 g. portion of 6-(p-chlorophenyl)-4,5-dihydro-3(2H)-pyridazinone (prepared as described in Example 1 of U.S. Pat. No. 3,689,652) is suspended in 2500 ml. of acetic acid at room temperature with stirring. A 227 g. (72.7 ml.) portion of bromine is dissolved in 300 ml. of acetic acid and 20% of this solution is added to the reaction mixture which is then heated on a steam bath until the bromine color disappears. The balance of the bromine solution is added portionwise, over a 1/2 hour period t... Reactants: C(C)(C)NC1=NS(C2=C(N1)C=C(C=C2)CC(=O)N)(=O)=O (2-(3-isopropylamino-1,1-dioxo-1,4-dihydro-1λ6,2,4-benzothiadiazin-6-yl)acetamide), C(=O)O (formic acid), C=O (paraformaldehyde). Solvent: C(C)#N (acetonitrile). The product is C(C)(C)NC1=NS(C2=C(N1)C=C(C=C2)CC#N)(=O)=O ((3-Isopropylamino-1,1-dioxo-1,4-dihydro-1λ6,2,4-benzothiadiazin-6-yl)acetonitrile). Reaction SMILES: [CH:1]([NH:4][C:5]1[NH:10][C:9]2[CH:11]=[C:12]([CH2:15][C:16]([NH2:18])=O)[CH:13]=[CH:14][C:8]=2[S:7](=[O:20])(=[O:19])[N:6]=1)([CH3:3])[CH3:2].C(O)=O.C=O>C(#N)C>[CH:1]([NH:4][C:5]1[NH:10][C:9]2[CH:11]=[C:12]([CH2:15][C:16]#[N:18])[CH:13]=[CH:14][C:8]=2[S:7](=[O:19])(=[O:20])[N:6]=1)([CH3:3])[CH3:2]. Reported procedure: A slurry of 2-(3-isopropylamino-1,1-dioxo-1,4-dihydro-1λ6,2,4-benzothiadiazin-6-yl)acetamide (50 mg) in a mixture of 0.8 ml of acetonitrile, 0.2 ml of formic acid and 25 mg of paraformaldehyde was heated at reflux for 16 h, and then evaporated to dryness. The residue was purified on a silica column eluted with dichloromethane-methanol (95:5) to give the title compound; m.p. 195-203° C. Reactants: CC(C)(C)OC(=O)NCC1CC(NC(=O)OC(C)(C)C)CN1C(=O)C(F)(F)F, C1COCCO1, [Li+], [OH-], O. Product: CC(C)(C)OC(=O)NCC1CC(NC(=O)OC(C)(C)C)CN1. As a reaction SMILES: [C:1]([CH3:2])([CH3:3])([CH3:4])[O:5][C:6]([NH:7][CH:8]1[CH2:9][N:10]([C:22](=[O:23])[C:24]([F:25])([F:26])[F:27])[CH:11]([CH2:13][NH:14][C:15](=[O:16])[O:17][C:18]([CH3:19])([CH3:20])[CH3:21])[CH2:12]1)=[O:28].[CH2:32]1[O:33][CH2:34][CH2:35][O:36][CH2:37]1.[Li+:30].[OH-:29].[OH2:31]>>[C:1]([CH3:2])([CH3:3])([CH3:4])[O:5][C:6]([NH:7][CH:8]1[CH2:9][NH:10][CH:11]([CH2:13][NH:14][C:15](=[O:16])[O:17][C:18]([CH3:19])([CH3:20])[CH3:21])[CH2:12]1)=[O:28].